From a dataset of the Open Reaction Database (ORD), a public repository of structured organic reaction records. describe an organic reaction: reactants, conditions, products, and yield The reactants are [OH-].[Na+] (sodium hydroxide), O1C(COC2=C1C=CC=C2)CN2CCC(CC2)CNC(=S)NC2=CC=C(C=C2)OC (N-[[1-[(2,3-dihydro-1,4-benzodioxin-2-yl)methyl]-4-piperidinyl]methyl]-N'-(4-methoxyphenyl)thiourea), ClC(Cl)Cl (trichloromethane), BrBr (bromine). Solvent: ClC(Cl)(Cl)Cl (tetrachloromethane). Product: O1C(COC2=C1C=CC=C2)CN2CCC(CC2)CNC=2SC1=C(N2)C=CC(=C1)OC (N-[[1-[(2,3-dihydro-1,4-benzodioxin-2-yl)methyl]-4-piperidinyl]methyl]-6-methoxy-2-benzothiazolamine). Yield: 21.0%. RXN SMILES: [O:1]1[C:6]2[CH:7]=[CH:8][CH:9]=[CH:10][C:5]=2[O:4][CH2:3][CH:2]1[CH2:11][N:12]1[CH2:17][CH2:16][CH:15]([CH2:18][NH:19][C:20]([NH:22][C:23]2[CH:28]=[CH:27][C:26]([O:29][CH3:30])=[CH:25][CH:24]=2)=[S:21])[CH2:14][CH2:13]1.ClC(Cl)Cl.BrBr.[OH-].[Na+]>ClC(Cl)(Cl)Cl>[O:1]1[C:6]2[CH:7]=[CH:8][CH:9]=[CH:10][C:5]=2[O:4][CH2:3][CH:2]1[CH2:11][N:12]1[CH2:17][CH2:16][CH:15]([CH2:18][NH:19][C:20]2[S:21][C:24]3[CH:25]=[C:26]([O:29][CH3:30])[CH:27]=[CH:28][C:23]=3[N:22]=2)[CH2:14][CH2:13]1 |f:3.4|. Procedure details: To a stirred mixture of 8.3 parts of N-[[1-[(2,3-dihydro-1,4-benzodioxin-2-yl)methyl]-4-piperidinyl]methyl]-N'-(4-methoxyphenyl)thiourea, 60 parts of trichloromethane and 240 parts of tetrachloromethane were added at once 3.1 parts of bromine. The whole was stirred and refluxed for 1 hour. After cooling, the reaction mixture was treated with a sodium hydroxide solution. The organic layer was separated, dried, filtered and evaporated. The residue was purified by column chromatography over silica ... Starting materials: CNC, CC#N, ClCCCn1c2ccccc2c2ccccc21, Cl, [I-], [K+], [K+], [K+], O=C([O-])[O-]. Product: CN(C)CCCn1c2ccccc2c2ccccc21. RXN SMILES: [CH3:19][NH:20][CH3:21].[CH3:30][C:31]#[N:32].[Cl:1][CH2:2][CH2:3][CH2:4][n:5]1[c:6]2[cH:7][cH:8][cH:9][cH:10][c:11]2[c:12]2[cH:13][cH:14][cH:15][cH:16][c:17]12.[ClH:18].[I-:29].[K+:22].[K+:23].[K+:28].[O-:24][C:25]([O-:26])=[O:27]>>[CH2:2]([CH2:3][CH2:4][n:5]1[c:6]2[cH:7][cH:8][cH:9][cH:10][c:11]2[c:12]2[cH:13][cH:14][cH:15][cH:16][c:17]12)[N:20]([CH3:19])[CH3:21]. Reactants: [N+](=O)([O-])C1=C(C=C(OC2=C(C(=NC(=C2F)F)OC2=CC=C(C=C2)C(=O)OCC2=CC=CC=C2)F)C=C1)OCC1=CC=CC=C1 (4-(4-nitro-3-benzyloxyphenoxy)-2-(4-benzyloxycarbonylphenoxy)-3,5,6-trifluoropyridine), [H][H] (hydrogen). Reagents/catalysts: [Pd] (Pd/C). The solvent is mixture, O1CCCC1 (tetrahydrofuran), C(C)(=O)OCC (ethyl acetate). Reaction conditions: time 8 hour. Product: NC1=C(C=C(OC2=C(C(=NC(=C2F)F)OC2=CC=C(C=C2)C(=O)O)F)C=C1)O (4-(4-amino-3-hydroxyphenoxy)-2-(4-carboxyphenoxy)-3,5,6-trifluoropyridine). Yield: 91.0%. As a reaction SMILES: [N+:1]([C:4]1[CH:36]=[CH:35][C:7]([O:8][C:9]2[C:14]([F:15])=[C:13]([F:16])[N:12]=[C:11]([O:17][C:18]3[CH:23]=[CH:22][C:21]([C:24]([O:26]CC4C=CC=CC=4)=[O:25])=[CH:20][CH:19]=3)[C:10]=2[F:34])=[CH:6][C:5]=1[O:37]CC1C=CC=CC=1)([O-])=O.[H][H]>O1CCCC1.C(OCC)(=O)C.[Pd]>[NH2:1][C:4]1[CH:36]=[CH:35][C:7]([O:8][C:9]2[C:14]([F:15])=[C:13]([F:16])[N:12]=[C:11]([O:17][C:18]3[CH:19]=[CH:20][C:21]([C:24]([OH:26])=[O:25])=[CH:22][CH:23]=3)[C:10]=2[F:34])=[CH:6][C:5]=1[OH:37]. Reported procedure: 40 g of the 4-(4-nitro-3-benzyloxyphenoxy)-2-(4-benzyloxycarbonylphenoxy)-3,5,6-trifluoropyridine (0.066 mol) prepared as described in Example 7 are dissolved in 600 ml of a mixture of tetrahydrofuran and ethyl acetate (volume ratio 15 1:1), and 4 g of Pd/C (palladium/carbon) are added to the solution. The mixture is then hydrogenated using hydrogen at a pressure of 1 bar at room temperature in an autoclave with vigorous stirring; the reaction is terminated after 3 days. The orange solution is e... Yields the product O=C(O)Cc1cn(Cc2ccccc2)c2ccc(-c3cc4ccccc4o3)cc12. The reactants are O=C(O)Cc1cn(Cc2ccccc2)c2ccc(Br)cc12, OB(O)c1cc2ccccc2o1. As a reaction SMILES: [Br:1][c:2]1[cH:3][c:4]2[c:5]([CH2:18][C:19](=[O:20])[OH:21])[cH:6][n:7]([CH2:11][c:12]3[cH:13][cH:14][cH:15][cH:16][cH:17]3)[c:8]2[cH:9][cH:10]1.[o:22]1[c:23]2[c:24]([cH:25][c:26]1[B:27]([OH:28])[OH:29])[cH:30][cH:31][cH:32][cH:33]2>>[c:2]1(-[c:26]2[o:22][c:23]3[c:24]([cH:25]2)[cH:30][cH:31][cH:32][cH:33]3)[cH:3][c:4]2[c:5]([CH2:18][C:19](=[O:20])[OH:21])[cH:6][n:7]([CH2:11][c:12]3[cH:13][cH:14][cH:15][cH:16][cH:17]3)[c:8]2[cH:9][cH:10]1. The reactants are C(C1=CC=CC=C1)(C1=CC=CC=C1)(C1=CC=CC=C1)SCCC(=O)O (3-(tritylthio)propionic acid), Cl.C(C)N=C=NCCCN(C)C (1-ethyl-3-(3-dimethylaminopropyl)carbodiimide hydrochloride), C1(=CC=C(C=C1)OCCCCCCCCCCCO)C (11-(p-tolyloxy)undecan-1-ol). Reagents/catalysts: CN(C1=CC=NC=C1)C (4-dimethylaminopyridine). Run in C(Cl)Cl (methylene chloride). Conditions: time 24 hour. Yields the product C(C1=CC=CC=C1)(C1=CC=CC=C1)(C1=CC=CC=C1)SCCC(=O)OCCCCCCCCCCCOC1=CC=C(C=C1)C (11-(p-tolyloxy)undecyl 3-(tritylthio)propioate). RXN SMILES: [C:1]([S:20][CH2:21][CH2:22][C:23]([OH:25])=[O:24])([C:14]1[CH:19]=[CH:18][CH:17]=[CH:16][CH:15]=1)([C:8]1[CH:13]=[CH:12][CH:11]=[CH:10][CH:9]=1)[C:2]1[CH:7]=[CH:6][CH:5]=[CH:4][CH:3]=1.Cl.C(N=C=NCCCN(C)C)C.[C:38]1([CH3:57])[CH:43]=[CH:42][C:41]([O:44][CH2:45][CH2:46][CH2:47][CH2:48][CH2:49][CH2:50][CH2:51][CH2:52][CH2:53][CH2:54][CH2:55]O)=[CH:40][CH:39]=1>CN(C)C1C=CN=CC=1.C(Cl)Cl>[C:1]([S:20][CH2:21][CH2:22][C:23]([O:25][CH2:55][CH2:54][CH2:53][CH2:52][CH2:51][CH2:50][CH2:49][CH2:48][CH2:47][CH2:46][CH2:45][O:44][C:41]1[CH:42]=[CH:43][C:38]([CH3:57])=[CH:39][CH:40]=1)=[O:24])([C:8]1[CH:13]=[CH:12][CH:11]=[CH:10][CH:9]=1)([C:14]1[CH:15]=[CH:16][CH:17]=[CH:18][CH:19]=1)[C:2]1[CH:3]=[CH:4][CH:5]=[CH:6][CH:7]=1 |f:1.2|. Procedure details: The compound 14 (1.86 g), 0.896 g of 1-ethyl-3-(3-dimethylaminopropyl)carbodiimide hydrochloride (EDC), and 0.029 g of 4-dimethylaminopyridine (DMAP) were dissolved in 300 ml of methylene chloride. After the compound 16 (3.04 g) was then added and stirred at room temperature for 24 hours, the reaction solution was moved into a separating funnel, and was washed twice with 100 ml of 10% aqueous potassium hydrogen sulfate solution, twice with 100 ml of aqueous saturated sodium hydrogen carbonate so... Reactants: O=C(CC1CCOCC1)NNc1cc(-c2ccc(Cl)cc2)c(-c2ccccc2Cl)nn1, O=C(O)Cc1ccc(Cl)cc1. Product: O=C(Cc1ccc(Cl)cc1)NNc1cc(-c2ccc(Cl)cc2)c(-c2ccccc2Cl)nn1. RXN SMILES: [Cl:12][c:13]1[c:14](-[c:19]2[c:20](-[c:36]3[cH:37][cH:38][c:39]([Cl:42])[cH:40][cH:41]3)[cH:21][c:22]([NH:25][NH:26][C:27](=[O:28])[CH2:29][CH:30]3[CH2:31][CH2:32][O:33][CH2:34][CH2:35]3)[n:23][n:24]2)[cH:15][cH:16][cH:17][cH:18]1.[Cl:1][c:2]1[cH:3][cH:4][c:5]([CH2:8][C:9](=[O:10])[OH:11])[cH:6][cH:7]1>>[Cl:1][c:2]1[cH:3][cH:4][c:5]([CH2:8][C:9](=[O:11])[NH:26][NH:25][c:22]2[cH:21][c:20](-[c:36]3[cH:37][cH:38][c:39]([Cl:42])[cH:40][cH:41]3)[c:19](-[c:14]3[c:13]([Cl:12])[cH:18][cH:17][cH:16][cH:15]3)[n:24][n:23]2)[cH:6][cH:7]1. Starting materials: O=C(N=C=S)c1ccccc1, CC(C)(C)OC(=O)NCCCN, C1CCOC1, [K+], [K+], O=C([O-])[O-], O. Product: CC(C)(C)OC(=O)NCCCNC(N)=S. As a reaction SMILES: [C:13](=[O:14])([c:15]1[cH:16][cH:17][cH:18][cH:19][cH:20]1)[N:21]=[C:22]=[S:23].[C:1]([CH3:2])([CH3:3])([CH3:4])[O:5][C:6]([NH:7][CH2:8][CH2:9][CH2:10][NH2:11])=[O:12].[CH2:30]1[O:31][CH2:32][CH2:33][CH2:34]1.[K+:24].[K+:25].[O-:26][C:27]([O-:28])=[O:29].[OH2:35]>>[C:1]([CH3:2])([CH3:3])([CH3:4])[O:5][C:6]([NH:7][CH2:8][CH2:9][CH2:10][NH:11][C:22]([NH2:21])=[S:23])=[O:12]. Starting materials: ClC1=CC=C(C=C1)CC(=O)O (4-chlorophenylacetic acid), C(C)O (ethanol). Solvent: C1(=CC=C(C=C1)S(=O)(=O)O)C (p-toluenesulfonic acid). The product is ClC1=CC=C(C=C1)CC(=O)OCC (ethyl 4-chlorophenylacetate). Reaction SMILES: [Cl:1][C:2]1[CH:7]=[CH:6][C:5]([CH2:8][C:9]([OH:11])=[O:10])=[CH:4][CH:3]=1.[CH2:12](O)[CH3:13]>C1(C)C=CC(S(O)(=O)=O)=CC=1>[Cl:1][C:2]1[CH:3]=[CH:4][C:5]([CH2:8][C:9]([O:11][CH2:12][CH3:13])=[O:10])=[CH:6][CH:7]=1. Procedure details: First, 17.24 g of 4-chlorophenylacetic acid was dissolved in 200 ml of ethanol, to which a catalytic amount of p-toluenesulfonic acid was added, and the mixture was heated under reflux for 10 hours. After completion of the reaction, the reaction mixture was cooled to room temperature and concentrated. The residue was poured into water and extracted with ethyl acetate, and the organic layer was dried and then concentrated. The residue was subjected to silica gel chromatography, which afforded 19....